Dataset: the Open Reaction Database (ORD), a public repository of structured organic reaction records. Task: describe an organic reaction: reactants, conditions, products, and yield As a reaction SMILES: [N:1]([C@@H:4]1[CH2:8][N:7]([C:9](=[O:30])[CH2:10][C:11]([C:24]2[CH:29]=[CH:28][CH:27]=[CH:26][CH:25]=2)([C:18]2[CH:23]=[CH:22][CH:21]=[CH:20][CH:19]=2)[C:12]2[CH:17]=[CH:16][CH:15]=[CH:14][CH:13]=2)[C@H:6]([C:31]([N:33]2[CH2:37][CH2:36][CH2:35][C@@H:34]2[C:38]([NH:40][CH2:41][C@H:42]2[CH2:47][CH2:46][CH2:45][N:44]([CH2:48][CH:49]3[CH2:54][CH2:53][CH2:52][CH2:51][CH2:50]3)[CH2:43]2)=[O:39])=[O:32])[CH2:5]1)=[N+]=[N-].C1(P(C2C=CC=CC=2)C2C=CC=CC=2)C=CC=CC=1>O1CCCC1.C(Cl)(Cl)Cl>[NH2:1][C@@H:4]1[CH2:8][N:7]([C:9](=[O:30])[CH2:10][C:11]([C:24]2[CH:29]=[CH:28][CH:27]=[CH:26][CH:25]=2)([C:12]2[CH:17]=[CH:16][CH:15]=[CH:14][CH:13]=2)[C:18]2[CH:23]=[CH:22][CH:21]=[CH:20][CH:19]=2)[C@H:6]([C:31]([N:33]2[CH2:37][CH2:36][CH2:35][C@@H:34]2[C:38]([NH:40][CH2:41][C@H:42]2[CH2:47][CH2:46][CH2:45][N:44]([CH2:48][CH:49]3[CH2:50][CH2:51][CH2:52][CH2:53][CH2:54]3)[CH2:43]2)=[O:39])=[O:32])[CH2:5]1. Run in C(Cl)(Cl)Cl (chloroform), O1CCCC1 (tetrahydrofuran). Reactants: N(=[N+]=[N-])[C@H]1C[C@H](N(C1)C(CC(C1=CC=CC=C1)(C1=CC=CC=C1)C1=CC=CC=C1)=O)C(=O)N1[C@H](CCC1)C(=O)NC[C@@H]1CN(CCC1)CC1CCCCC1 ((2R)-1-{(2S,4S)-4-azido-1-(3,3,3-triphenyl-propanoyl)pyrrolidin-2-yl}carbonyl-N-{((3R)-1-cyclohexylmethyl-3-piperidyl)methyl}pyrrolidine-2-carboxamide), C1(=CC=CC=C1)P(C1=CC=CC=C1)C1=CC=CC=C1 (triphenylphosphine). Conditions: time 3 hour. Yields the product N[C@H]1C[C@H](N(C1)C(CC(C1=CC=CC=C1)(C1=CC=CC=C1)C1=CC=CC=C1)=O)C(=O)N1[C@H](CCC1)C(=O)NC[C@@H]1CN(CCC1)CC1CCCCC1 ((2R)-1-{(2S,4S)-4-amino-1-(3,3,3-triphenylpropanoyl)pyrrolidin-2-yl}carbonyl-N-{((3R)-1-cyclohexylmethyl-3-piperidyl)methyl}pyrrolidine-2-carboxamide). Isolated yield 69.1%. Procedure: To a solution of 24 mg of (2R)-1-{(2S,4S)-4-azido-1-(3,3,3-triphenyl-propanoyl)pyrrolidin-2-yl}carbonyl-N-{((3R)-1-cyclohexylmethyl-3-piperidyl)methyl}pyrrolidine-2-carboxamide in 0.5 ml of 20% hydrous tetrahydrofuran, 13 mg of triphenylphosphine was added at room temperature, followed by 3 hours' refluxing under heating. The reaction liquid was diluted with chloroform, washed with saturated aqueous sodium bicarbonate solution and dried over anhydrous sodium sulfate. Distilling the solvent off u... The reactants are BrB(Br)Br, ClCCl, COc1ccc(Cl)cc1-c1c(N)c(=O)[nH]c2ccc(C(F)(F)F)cc12. The product is Nc1c(-c2cc(Cl)ccc2O)c2cc(C(F)(F)F)ccc2[nH]c1=O. RXN SMILES: [B:1]([Br:2])([Br:3])[Br:4].[Cl:30][CH2:31][Cl:32].[NH2:5][c:6]1[c:7](=[O:29])[nH:8][c:9]2[cH:10][cH:11][c:12]([C:25]([F:26])([F:27])[F:28])[cH:13][c:14]2[c:15]1-[c:16]1[c:17]([O:23][CH3:24])[cH:18][cH:19][c:20]([Cl:22])[cH:21]1>>[NH2:5][c:6]1[c:7](=[O:29])[nH:8][c:9]2[cH:10][cH:11][c:12]([C:25]([F:26])([F:27])[F:28])[cH:13][c:14]2[c:15]1-[c:16]1[c:17]([OH:23])[cH:18][cH:19][c:20]([Cl:22])[cH:21]1. Reactants: O=C([O-])O, CC#N, CCCc1c(Cc2ccc(-c3ccccc3C#N)cc2F)c(=O)n(C2CCC(OC3COCC3O)CC2)c2ncnn12, [Na+], [Na+], [Na+], O=S([O-])([O-])=S. Yields the product CCCc1c(Cc2ccc(-c3ccccc3C#N)cc2F)c(=O)n(C2CCC(OC3COCC3=O)CC2)c2ncnn12. As a reaction SMILES: [C:43](=[O:44])([O-:45])[OH:46].[CH3:55][C:56]#[N:57].[F:1][c:2]1[cH:3][c:4](-[c:35]2[c:36]([C:41]#[N:42])[cH:37][cH:38][cH:39][cH:40]2)[cH:5][cH:6][c:7]1[CH2:8][c:9]1[c:10](=[O:34])[n:11]([CH:21]2[CH2:22][CH2:23][CH:24]([O:27][CH:28]3[CH2:29][O:30][CH2:31][CH:32]3[OH:33])[CH2:25][CH2:26]2)[c:12]2[n:13]([c:14]1[CH2:15][CH2:16][CH3:17])[n:18][cH:19][n:20]2.[Na+:47].[Na+:53].[Na+:54].[S:48]([O-:49])([O-:50])(=[O:51])=[S:52]>>[F:1][c:2]1[cH:3][c:4](-[c:35]2[c:36]([C:41]#[N:42])[cH:37][cH:38][cH:39][cH:40]2)[cH:5][cH:6][c:7]1[CH2:8][c:9]1[c:10](=[O:34])[n:11]([CH:21]2[CH2:22][CH2:23][CH:24]([O:27][CH:28]3[CH2:29][O:30][CH2:31][C:32]3=[O:33])[CH2:25][CH2:26]2)[c:12]2[n:13]([c:14]1[CH2:15][CH2:16][CH3:17])[n:18][cH:19][n:20]2.